This data is from the Open Reaction Database (ORD), a public repository of structured organic reaction records. The task is: describe an organic reaction: reactants, conditions, products, and yield Reactants: ClCC(C)=O (chloroacetone), CCN(C(C)C)C(C)C (Hünig's base), COC(C1=CC(=NC=C1)S[Si](C(C)C)(C(C)C)C(C)C)=O (2-Triisopropylsilanylsulfanyl-isonicotinic acid methyl ester), ClCC(C)=O (chloroacetone), CCN(C(C)C)C(C)C (Hünig's base), [F-].C(CCC)[N+](CCCC)(CCCC)CCCC (tetrabutylammonium fluoride). Solvent: CCOC(=O)C (EtOAc), C1CCOC1 (THF). Conditions: time 2 hour. Product: COC(C1=CC(=NC=C1)SCC(C)=O)=O (2-(2-Oxo-propylsulfanyl)-isonicotinic acid methyl ester). RXN SMILES: [CH3:1][O:2][C:3](=[O:21])[C:4]1[CH:9]=[CH:8][N:7]=[C:6]([S:10][Si](C(C)C)(C(C)C)C(C)C)[CH:5]=1.[F-].C([N+](CCCC)(CCCC)CCCC)CCC.Cl[CH2:41][C:42](=[O:44])[CH3:43].CCN(C(C)C)C(C)C>C1COCC1.CCOC(C)=O>[CH3:1][O:2][C:3](=[O:21])[C:4]1[CH:9]=[CH:8][N:7]=[C:6]([S:10][CH2:41][C:42](=[O:44])[CH3:43])[CH:5]=1 |f:1.2|. Procedure details: 2-Triisopropylsilanylsulfanyl-isonicotinic acid methyl ester (1.5 g, 4.6 mmol) was dissolved in THF (50 mL) and tetrabutylammonium fluoride (1 M in THF, 6.9 mL, 6.9 mmol) was added. After 15 minutes TLC indicated complete cleavage of the protecting group and chloroacetone (0.440 mL, 5.52 mmol) and Hünig's base (2.8 mL, 16.1 mmol) were added. After 1 hour additional portions of chloroacetone (1.2 eq.) and Hünig's base (3.5 eq.) were added. After stirring at room temperature for 2 hours the reacti... Starting materials: N1=CC=CC=C1 (pyridine), C(=O)(Cl)Cl (phosgene), COC1=C(N)C=C(C=C1)C(F)(F)F (2-methoxy-5-(trifluoromethyl)aniline), N1=CC=C(C=C1)SC=1C=C(N)C=CC1 (3-(4-pyridinylthio)aniline). Run in C(Cl)Cl (CH2Cl2), C1(=CC=CC=C1)C (toluene), O (water). Reaction conditions: time 3 hour. Product: COC1=C(C=C(C=C1)C(F)(F)F)NC(=O)NC1=CC(=CC=C1)SC1=CC=NC=C1 (N-(2-Methoxy-5-(trifluoromethyl)phenyl)-N′-(3-(4-pyridinylthio)phenyl)urea), precipitate. Isolated yield 70.0%. RXN SMILES: N1C=CC=CC=1.[C:7](Cl)(Cl)=[O:8].[CH3:11][O:12][C:13]1[CH:19]=[CH:18][C:17]([C:20]([F:23])([F:22])[F:21])=[CH:16][C:14]=1[NH2:15].[N:24]1[CH:29]=[CH:28][C:27]([S:30][C:31]2[CH:32]=[C:33]([CH:35]=[CH:36][CH:37]=2)[NH2:34])=[CH:26][CH:25]=1>C(Cl)Cl.O.C1(C)C=CC=CC=1>[CH3:11][O:12][C:13]1[CH:19]=[CH:18][C:17]([C:20]([F:21])([F:22])[F:23])=[CH:16][C:14]=1[NH:15][C:7]([NH:34][C:33]1[CH:35]=[CH:36][CH:37]=[C:31]([S:30][C:27]2[CH:28]=[CH:29][N:24]=[CH:25][CH:26]=2)[CH:32]=1)=[O:8]. Procedure details: To a solution of pyridine (0.61 mL, 7.5 mmol, 3.0 equiv) and phosgene (20% in toluene; 2.65 mL, 5.0 mmol, 2.0 equiv) in CH2Cl2 (20 mL) was added 2-methoxy-5-(trifluoromethyl)aniline (0.48 g, 2.5 mmol) at 0° C. The resulting mixture was allowed warm to room temp. stirred for 3 h, then treated with anh. toluene (100 mL) and concentrated under reduced pressure. The residue was suspended in a mixture of CH2Cl2 (10 mL) and anh. pyridine (10 mL) and treated with 3-(4-pyridinylthio)aniline (0.61 g, 2.5... Starting materials: C(C)OC(=O)C1=NC2=CC=CC=C2C(=C1)OS(=O)(=O)C(F)(F)F (4-trifluoromethanesulfonyloxy-quinoline-2-carboxylic acid ethyl ester), [H-] (hydride), O (water), CO (Methanol). Solvent: C1(=CC=CC=C1)C (toluene). Run at temperature -78 celsius, time 1 hour. Yields the product FC(S(=O)(=O)OC1=CC(=NC2=CC=CC=C12)C=O)(F)F (4-trifluoromethanesulfonyloxy-quinoline-2-carbaldehyde). Yield: 73.7%. Reaction SMILES: C([O:3][C:4]([C:6]1[CH:15]=[C:14]([O:16][S:17]([C:20]([F:23])([F:22])[F:21])(=[O:19])=[O:18])[C:13]2[C:8](=[CH:9][CH:10]=[CH:11][CH:12]=2)[N:7]=1)=O)C.[H-].CO.O>C1(C)C=CC=CC=1>[F:23][C:20]([F:21])([F:22])[S:17]([O:16][C:14]1[C:13]2[C:8](=[CH:9][CH:10]=[CH:11][CH:12]=2)[N:7]=[C:6]([CH:4]=[O:3])[CH:15]=1)(=[O:18])=[O:19]. Procedure details: To a solution of 4-trifluoromethanesulfonyloxy-quinoline-2-carboxylic acid ethyl ester (4.5 g, 12.88 g) in toluene (80 mL) was added slowly under argon at −78° C. diisobuthylaluminum hydride (1.5M in toluene, 12.88 mL, 19.33 mmol). The reaction mixture was stirred at −78° C. for 1 hour. Methanol (13 mL) was added slowly followed by water (26 mL). The reaction mixture was slowly warmed up to room temperature extracted with ethylacetate and washed with brine, dried over magnesium sulfate, filtered... Starting materials: FC=1C=C(C=C(C1)F)[Mg]Br (3,5-difluorophenyl magnesium bromide), CON(C(CCC(C(=O)OC)(C)C)=O)C (Methyl 5-[methoxy(methyl)amino]-2,2-dimethyl-5-oxopentanoate), FC=1C=C(C=C(C1)F)[Mg]Br (3,5-difluorophenyl magnesium bromide). Run in C1CCOC1 (THF). Conditions: time 2 hour. Yields the product FC=1C=C(C=C(C1)F)C(CCC(C(=O)OC)(C)C)=O (Methyl 5-(3,5-difluorophenyl)-2,2-dimethyl-5-oxopentanoate). Reaction SMILES: CON(C)[C:4](=[O:14])[CH2:5][CH2:6][C:7]([CH3:13])([CH3:12])[C:8]([O:10][CH3:11])=[O:9].[F:16][C:17]1[CH:18]=[C:19]([Mg]Br)[CH:20]=[C:21]([F:23])[CH:22]=1>C1COCC1>[F:16][C:17]1[CH:18]=[C:19]([C:4](=[O:14])[CH2:5][CH2:6][C:7]([CH3:12])([CH3:13])[C:8]([O:10][CH3:11])=[O:9])[CH:20]=[C:21]([F:23])[CH:22]=1. Procedure: To a solution of methyl 5-[methoxy(methyl)amino]-2,2-dimethyl-5-oxopentanoate from Step C (4.68 g, 21.6 mmol) in THF (46.8 mL), cooled to 0° C., was added 3,5-difluorophenyl magnesium bromide (65 mL, 0.5 M in THF, 32.3 mmol) over 30 minutes. The reaction was allowed to stir at ambient temperature for 2 h, after which time no additional reaction progress was observed. Additional 3,5-difluorophenyl magnesium bromide (50 mL, 0.5 M in THF, 25.0 mmol) was added over 30 minutes. After 3 h at 0° C., th... The reactants are resultant mixture, FC(S(=O)(=O)OC1=CC(OC2=C1C=C(C=C2)[N+](=O)[O-])(C(F)(F)F)C(F)(F)F)(F)F (4-trifluoromethanesulfonyloxy-2,2-bistrifluoromethyl-6-nitro-2H-1-benzopyran), BrC1=NC=CC=C1 (2-bromopyridine), CCCCCC.C(CCC)[Li] (n-butyllithium hexane), solution, O (Water). The reagents and catalysts are C=1C=CC(=CC1)[P](C=2C=CC=CC2)(C=3C=CC=CC3)[Pd]([P](C=4C=CC=CC4)(C=5C=CC=CC5)C=6C=CC=CC6)([P](C=7C=CC=CC7)(C=8C=CC=CC8)C=9C=CC=CC9)[P](C=1C=CC=CC1)(C=1C=CC=CC1)C=1C=CC=CC1 (tetrakis(triphenylphosphine)palladium), [Cl-].[Zn+2].[Cl-] (zinc chloride). Solvent: O1CCCC1 (tetrahydrofuran), O1CCCC1 (tetrahydrofuran), O1CCCC1 (tetrahydrofuran). Reaction conditions: temperature -78 celsius, time 30 minute. The product is FC(C1(OC2=C(C(=C1)C1=NC=CC=C1)C=C(C=C2)[N+](=O)[O-])C(F)(F)F)(F)F (2,2-bistrifluoromethyl-6-nitro-4-(2-pyridyl)-2H-1-benzopyran). As a reaction SMILES: Br[C:2]1[CH:7]=[CH:6][CH:5]=[CH:4][N:3]=1.CCCCCC.C([Li])CCC.FC(F)(F)S(O[C:25]1[C:30]2[CH:31]=[C:32]([N+:35]([O-:37])=[O:36])[CH:33]=[CH:34][C:29]=2[O:28][C:27]([C:42]([F:45])([F:44])[F:43])([C:38]([F:41])([F:40])[F:39])[CH:26]=1)(=O)=O.O>O1CCCC1.[Cl-].[Zn+2].[Cl-].C1C=CC([P]([Pd]([P](C2C=CC=CC=2)(C2C=CC=CC=2)C2C=CC=CC=2)([P](C2C=CC=CC=2)(C2C=CC=CC=2)C2C=CC=CC=2)[P](C2C=CC=CC=2)(C2C=CC=CC=2)C2C=CC=CC=2)(C2C=CC=CC=2)C2C=CC=CC=2)=CC=1>[F:44][C:42]([F:43])([F:45])[C:27]1([C:38]([F:39])([F:41])[F:40])[CH:26]=[C:25]([C:2]2[CH:7]=[CH:6][CH:5]=[CH:4][N:3]=2)[C:30]2[CH:31]=[C:32]([N+:35]([O-:37])=[O:36])[CH:33]=[CH:34][C:29]=2[O:28]1 |f:1.2,6.7.8,^1:60,62,81,100|. Procedure details: To 5 ml of dry tetrahydrofuran solution containing 0.16 ml of 2-bromopyridine was added dropwise 1.0 ml of 1.61M n-butyllithium hexane solution under nitrogen atmosphere at -78° C. After 30 minutes, 3.2 ml of solution of 0.5M zinc chloride in dry tetrahydrofuran was added thereto and the mixture was stirred at -78° C. for 15 minutes and under ice-cooling for 15 minutes. Then, the solution of 50 mg of tetrakis(triphenylphosphine)palladium (O) and 300 mg of 4-trifluoromethanesulfonyloxy-2,2-bistri...